This data is from the Open Reaction Database (ORD), a public repository of structured organic reaction records. The task is: describe an organic reaction: reactants, conditions, products, and yield Starting materials: amine, FC=1C=C(C(=O)OC)C=C(C1)C (methyl 3-fluoro-5-methylbenzoate), BrN1C(CCC1=O)=O (N-bromosuccinimide), C(C1=CC=CC=C1)(=O)OOC(C1=CC=CC=C1)=O (benzoyl peroxide). The solvent is C(Cl)(Cl)(Cl)Cl (carbon tetrachloride). Yields the product BrCC=1C=C(C(=O)OC)C=C(C1)F (methyl 3-(bromomethyl)-5-fluorobenzoate). As a reaction SMILES: [F:1][C:2]1[CH:3]=[C:4]([CH:9]=[C:10]([CH3:12])[CH:11]=1)[C:5]([O:7][CH3:8])=[O:6].[Br:13]N1C(=O)CCC1=O.C(OOC(=O)C1C=CC=CC=1)(=O)C1C=CC=CC=1>C(Cl)(Cl)(Cl)Cl>[Br:13][CH2:12][C:10]1[CH:9]=[C:4]([CH:3]=[C:2]([F:1])[CH:11]=1)[C:5]([O:7][CH3:8])=[O:6]. Procedure: To a solution of methyl 3-fluoro-5-methylbenzoate (1.64 g, 9.75 mmol, from Step 1) and N-bromosuccinimide (2.05 g, 11.5 mmol) in carbon tetrachloride (20 mL) was added benzoyl peroxide (0.1 g, 0.6 mmol) and the mixture was heated to reflux for four hours. The reaction was then cooled to room temperature, filtered, and diluted with DCM. The solution was washed successively with sodium thiosulfate, 1N NaOH, water, and brine, dried over sodium sulfate, decanted and concentrated. Flash chromatograph... Starting materials: C(C)OC(=O)C1=C(N=C(S1)N(C1=CC=CC=C1)C(=O)OC(C)(C)C)C (2-(tert-butoxycarbonyl-phenyl-amino)-4-methyl-thiazole-5-carboxylic acid ethyl ester), BrN1C(CCC1=O)=O (N-bromosuccinimide). Reagents/catalysts: C(C1=CC=CC=C1)(=O)OOC(C1=CC=CC=C1)=O (benzoyl peroxide). The solvent is C(Cl)(Cl)(Cl)Cl (carbon tetrachloride). Product: C(C)OC(=O)C1=C(N=C(S1)N(C1=CC=CC=C1)C(=O)OC(C)(C)C)CBr (4-Bromomethyl-2-(tert-butoxycarbonyl-phenyl-amino)-thiazole-5-carboxylic acid ethyl ester). Isolated yield 82.0%. Reaction SMILES: [CH2:1]([O:3][C:4]([C:6]1[S:10][C:9]([N:11]([C:18]([O:20][C:21]([CH3:24])([CH3:23])[CH3:22])=[O:19])[C:12]2[CH:17]=[CH:16][CH:15]=[CH:14][CH:13]=2)=[N:8][C:7]=1[CH3:25])=[O:5])[CH3:2].[Br:26]N1C(=O)CCC1=O>C(Cl)(Cl)(Cl)Cl.C(OOC(=O)C1C=CC=CC=1)(=O)C1C=CC=CC=1>[CH2:1]([O:3][C:4]([C:6]1[S:10][C:9]([N:11]([C:18]([O:20][C:21]([CH3:24])([CH3:23])[CH3:22])=[O:19])[C:12]2[CH:13]=[CH:14][CH:15]=[CH:16][CH:17]=2)=[N:8][C:7]=1[CH2:25][Br:26])=[O:5])[CH3:2]. Procedure: A mixture of 2-(tert-butoxycarbonyl-phenyl-amino)-4-methyl-thiazole-5-carboxylic acid ethyl ester (1.61 g, 4.45 mmol), N-bromosuccinimide (833 mg, 4.68 mol) and benzoyl peroxide (54 mg, 0.22 mmol) in carbon tetrachloride (30 mL) was refluxed for 16 h before it was cooled to room temperature and partitioned between dichloromethane and water. The organic layer was washed with saturated aqueous sodium bicarbonate solution, brine, dried over anhydrous sodium sulfate and concentrated in vacuo. The re... Reactants: C(=O)C=1C=C(OCCCC(=O)OCC)C=CC1 (4-(3-formylphenoxy)butyric acid, ethyl ester), Cl (hydrogen chloride), O (water), C(#N)[BH3-].[Na+] (Sodium cyanoborohydride). The solvent is CO (methanol). Reaction conditions: time 12 hour. Yields the product COCC=1C=C(OCCCC(=O)OC)C=CC1 (4-[3-(Methoxymethyl)phenoxy]butyric acid, methyl ester). Yield: 79.8%. As a reaction SMILES: [CH:1]([C:3]1[CH:4]=[C:5]([CH:15]=[CH:16][CH:17]=1)[O:6][CH2:7][CH2:8][CH2:9][C:10]([O:12][CH2:13]C)=[O:11])=[O:2].Cl.[C:19]([BH3-])#N.[Na+].O>CO>[CH3:19][O:2][CH2:1][C:3]1[CH:4]=[C:5]([CH:15]=[CH:16][CH:17]=1)[O:6][CH2:7][CH2:8][CH2:9][C:10]([O:12][CH3:13])=[O:11] |f:2.3|. Reported procedure: A solution of 4-(3-formylphenoxy)butyric acid, ethyl ester (4.72 g) in methanol (25 ml) containing hydrogen chloride (0.35 g) was stirred for 12 hr. at room temperature, then cooled to 0°. Sodium cyanoborohydride (1.26 g) was added and after 30 min., iced water (200 ml) was added and the mixture extracted with ether (2×150 ml). Evaporation of the dried (MgSO4) ethereal extracts gave a pale yellow oil which was distilled (165°/0.8 mm) to give the title compound (3.8 g). The reactants are C(=O)C=1C=CC(=C(C1)B(O)O)OC (5-Formyl-2-methoxyphenylboronic acid), BrC1=CC(=C(C=C1)F)S(=O)(=O)C (4-bromo-1-fluoro-2-(methylsulfonyl)benzene), C(=O)([O-])[O-].[K+].[K+] (K2CO3). The reagents and catalysts are C=1C=CC(=CC1)[P](C=2C=CC=CC2)(C=3C=CC=CC3)[Pd]([P](C=4C=CC=CC4)(C=5C=CC=CC5)C=6C=CC=CC6)([P](C=7C=CC=CC7)(C=8C=CC=CC8)C=9C=CC=CC9)[P](C=1C=CC=CC1)(C=1C=CC=CC1)C=1C=CC=CC1 (Pd(PPh3)4). Run in O1CCOCC1.O (dioxane H2O). Run at temperature 140 celsius, time 40 minute. The product is FC1=C(C=C(C=C1)C=1C=C(C=O)C=CC1OC)S(=O)(=O)C (3-(4-fluoro-3-(methylsulfonyl)phenyl)-4-methoxybenzaldehyde). The yield is 108.1%. RXN SMILES: [CH:1]([C:3]1[CH:4]=[CH:5][C:6]([O:12][CH3:13])=[C:7](B(O)O)[CH:8]=1)=[O:2].Br[C:15]1[CH:20]=[CH:19][C:18]([F:21])=[C:17]([S:22]([CH3:25])(=[O:24])=[O:23])[CH:16]=1.C([O-])([O-])=O.[K+].[K+]>O1CCOCC1.O.C1C=CC([P]([Pd]([P](C2C=CC=CC=2)(C2C=CC=CC=2)C2C=CC=CC=2)([P](C2C=CC=CC=2)(C2C=CC=CC=2)C2C=CC=CC=2)[P](C2C=CC=CC=2)(C2C=CC=CC=2)C2C=CC=CC=2)(C2C=CC=CC=2)C2C=CC=CC=2)=CC=1>[F:21][C:18]1[CH:19]=[CH:20][C:15]([C:7]2[CH:8]=[C:3]([CH:4]=[CH:5][C:6]=2[O:12][CH3:13])[CH:1]=[O:2])=[CH:16][C:17]=1[S:22]([CH3:25])(=[O:23])=[O:24] |f:2.3.4,5.6,^1:42,44,63,82|. Procedure: To a solution of 5-Formyl-2-methoxyphenylboronic acid (324 mg, 1.8 mmol, 1.5 eq, Frontier Scientific, Inc., Logan, Utah, USA) in dioxane:H2O (2:1; 15 mL) was added 4-bromo-1-fluoro-2-(methylsulfonyl)benzene (300 mg, 1.2 mmol, 1.0 eq., Apollo Scientific Ltd., Stockport, Cheshire, UK), K2CO3 (496 mg, 3.6 mmol, 2 eq.) and Pd(PPh3)4 (30 mg). The mixture was stirred under nitrogen at 140° C. in a microwave for 40 min. Solvent was evaporated and the residue was dissolved in DCM and washed with water. ...